This data is from the Open Reaction Database (ORD), a public repository of structured organic reaction records. The task is: describe an organic reaction: reactants, conditions, products, and yield The reactants are OC1CCN(Cc2ccccc2)C1, C1CCOC1, CC(C)OC(=O)N=NC(=O)OC(C)C, O, O=[N+]([O-])c1ccc(O)cc1. The product is O=[N+]([O-])c1ccc(OC2CCN(Cc3ccccc3)C2)cc1. RXN SMILES: [CH2:11]([c:12]1[cH:13][cH:14][cH:15][cH:16][cH:17]1)[N:18]1[CH2:19][CH:20]([OH:23])[CH2:21][CH2:22]1.[CH2:39]1[O:40][CH2:41][CH2:42][CH2:43]1.[O:24]=[C:25]([O:26][CH:27]([CH3:28])[CH3:29])[N:30]=[N:31][C:32]([O:33][CH:34]([CH3:35])[CH3:36])=[O:37].[OH2:38].[OH:1][c:2]1[cH:3][cH:4][c:5]([N+:8]([O-:9])=[O:10])[cH:6][cH:7]1>>[O:1]([c:2]1[cH:3][cH:4][c:5]([N+:8]([O-:9])=[O:10])[cH:6][cH:7]1)[CH:20]1[CH2:19][N:18]([CH2:11][c:12]2[cH:13][cH:14][cH:15][cH:16][cH:17]2)[CH2:22][CH2:21]1. Reactants: CC1=CC=C(OC2C(C2C(=O)O)(C)C)C=C1 (3-(4-methylphenoxy)-2,2-dimethylcyclopropanecarboxylic acid), C1=CC(=CC=C1O)C (4-cresol), CS(=O)(=O)OC(C1=CC(=CC=C1)OC1=CC=CC=C1)C#N (α-cyano-m-phenoxybezyl methanesulfonate). The product is CC1=CC=C(OC2C(C2C(=O)OC(C2=CC(=CC=C2)OC2=CC=CC=C2)C#N)(C)C)C=C1 (α-cyano-m-phenoxybezyl 3-(4-methylphenoxy)-2,2-dimethylcyclopropanecarboxylate). As a reaction SMILES: [CH3:1][C:2]1[CH:16]=[CH:15][C:5]([O:6][CH:7]2[CH:9]([C:10]([OH:12])=[O:11])[C:8]2([CH3:14])[CH3:13])=[CH:4][CH:3]=1.C1C(O)=CC=C(C)C=1.CS(O[CH:30]([C:44]#[N:45])[C:31]1[CH:36]=[CH:35][CH:34]=[C:33]([O:37][C:38]2[CH:43]=[CH:42][CH:41]=[CH:40][CH:39]=2)[CH:32]=1)(=O)=O>>[CH3:1][C:2]1[CH:16]=[CH:15][C:5]([O:6][CH:7]2[CH:9]([C:10]([O:12][CH:30]([C:44]#[N:45])[C:31]3[CH:36]=[CH:35][CH:34]=[C:33]([O:37][C:38]4[CH:39]=[CH:40][CH:41]=[CH:42][CH:43]=4)[CH:32]=3)=[O:11])[C:8]2([CH3:14])[CH3:13])=[CH:4][CH:3]=1. Reported procedure: Following the procedure of Example 2, 3-(4-methylphenoxy)-2,2-dimethylcyclopropanecarboxylic acid is prepared from 4-cresol, which is then reacted with α-cyano-m-phenoxybezyl methanesulfonate to yield α-cyano-m-phenoxybezyl 3-(4-methylphenoxy)-2,2-dimethylcyclopropanecarboxylate. Product: CC(C)(C)OC(=O)NC1CCN(c2cc(C(N)=O)cc(Cl)n2)CC1. Starting materials: CC(C)C(C)N(C)C, NC(=O)c1cc(Cl)nc(Cl)c1, CC(C)(C)OC(=O)NC1CCNCC1. As a reaction SMILES: [CH3:26][N:27]([CH:28]([CH:29]([CH3:30])[CH3:31])[CH3:32])[CH3:33].[Cl:15][c:16]1[cH:17][c:18]([C:19](=[O:20])[NH2:21])[cH:22][c:23]([Cl:25])[n:24]1.[NH:1]1[CH2:2][CH2:3][CH:4]([NH:7][C:8]([O:9][C:10]([CH3:11])([CH3:12])[CH3:13])=[O:14])[CH2:5][CH2:6]1>>[N:1]1([c:23]2[cH:22][c:18]([C:19](=[O:20])[NH2:21])[cH:17][c:16]([Cl:15])[n:24]2)[CH2:2][CH2:3][CH:4]([NH:7][C:8]([O:9][C:10]([CH3:11])([CH3:12])[CH3:13])=[O:14])[CH2:5][CH2:6]1. As a reaction SMILES: [N+:1]([C:4]1[CH:22]=[CH:21][C:7]([O:8][CH:9]2[CH2:13][CH2:12][N:11](C(OC(C)(C)C)=O)[CH2:10]2)=[CH:6][CH:5]=1)([O-:3])=[O:2].FC(F)(F)C(O)=O>ClCCl>[N+:1]([C:4]1[CH:22]=[CH:21][C:7]([O:8][CH:9]2[CH2:13][CH2:12][NH:11][CH2:10]2)=[CH:6][CH:5]=1)([O-:3])=[O:2]. Procedure: tert-Butyl 3-(4-nitrophenoxy)pyrrolidine-1-carboxylate (9.73 mmol, 3 g) was dissolved in dichloromethane (2.5 mL). Trifluoroacetic acid (1 mL) was added and the reaction mixture stirred at room temperature for 30 minutes. The reaction was purified by SCX chromatography to give the title compound (2.11 g). MS (ESI) m/z 209.0 [M+H]+ Product: [N+](=O)([O-])C1=CC=C(OC2CNCC2)C=C1 (3-(4-Nitrophenoxy)pyrrolidine). The solvent is ClCCl (dichloromethane). Conditions: time 30 minute. Starting materials: [N+](=O)([O-])C1=CC=C(OC2CN(CC2)C(=O)OC(C)(C)C)C=C1 (tert-Butyl 3-(4-nitrophenoxy)pyrrolidine-1-carboxylate), FC(C(=O)O)(F)F (Trifluoroacetic acid). The yield is 104.2%. Reactants: BrCc1ccc(-n2cncn2)cc1, O=C([O-])[O-], CN(C)C=O, O=C1NCCCCC1NS(=O)(=O)c1ccc(Cl)cc1, [I-], [K+], [K+], [K+]. Product: O=C1NCCCCC1N(Cc1ccc(-n2cncn2)cc1)S(=O)(=O)c1ccc(Cl)cc1. RXN SMILES: [Br:20][CH2:21][c:22]1[cH:23][cH:24][c:25](-[n:28]2[n:29][cH:30][n:31][cH:32]2)[cH:26][cH:27]1.[C:33](=[O:34])([O-:35])[O-:36].[CH3:41][N:42]([CH3:43])[CH:44]=[O:45].[Cl:1][c:2]1[cH:3][cH:4][c:5]([S:8](=[O:9])(=[O:10])[NH:11][CH:12]2[C:13](=[O:19])[NH:14][CH2:15][CH2:16][CH2:17][CH2:18]2)[cH:6][cH:7]1.[I-:40].[K+:37].[K+:38].[K+:39]>>[Cl:1][c:2]1[cH:3][cH:4][c:5]([S:8](=[O:9])(=[O:10])[N:11]([CH:12]2[C:13](=[O:19])[NH:14][CH2:15][CH2:16][CH2:17][CH2:18]2)[CH2:21][c:22]2[cH:23][cH:24][c:25](-[n:28]3[n:29][cH:30][n:31][cH:32]3)[cH:26][cH:27]2)[cH:6][cH:7]1. Reactants: O1CCCC1 (tetrahydrofuran), O (water), C(C)OC(=O)C1=CC2=C(S1)C=C(C=C2)OC (6-methoxy-benzo[b]-thiophene-2-carboxylic acid ethyl ester), [H-].[Al+3].[Li+].[H-].[H-].[H-] (lithium aluminum hydride). Solvent: C(C)(=O)OCC (ethyl acetate). Run at time 30 minute. The product is COC=1C=CC2=C(SC(=C2)CO)C1 ((6-Methoxy-benzo[b]thiophen-2-yl)-methanol). Yield: 100.0%. RXN SMILES: O1CCCC1.C([O:8][C:9]([C:11]1[S:15][C:14]2[CH:16]=[C:17]([O:20][CH3:21])[CH:18]=[CH:19][C:13]=2[CH:12]=1)=O)C.[H-].[Al+3].[Li+].[H-].[H-].[H-].O>C(OCC)(=O)C>[CH3:21][O:20][C:17]1[CH:18]=[CH:19][C:13]2[CH:12]=[C:11]([CH2:9][OH:8])[S:15][C:14]=2[CH:16]=1 |f:2.3.4.5.6.7|. Reported procedure: To a tetrahydrofuran (100 mL) solution of (6-methoxy-benzo[b]-thiophene-2-carboxylic acid ethyl ester (5.0 g, 21.1 mmol) described in Production Example 77-1-1 was added lithium aluminum hydride (2.0 g, 52.8 mmol). The suspension was stirred at room temperature for 30 minutes. The reaction mixture was distributed between water and ethyl acetate. The organic layer was separated followed by drying over anhydrous magnesium sulfate and filtering. The residue was concentrated under a reduced pressure... Starting materials: ClC=1C=CC=C2C(OC(=O)C12)(C1=NC(=CC(=N1)OC)OC)O (7-chloro-3-hydroxy-3-(4,6-dimethoxy-2-pyrimidinyl)phthalide), O=S(Cl)Cl (SOCl2). The reagents and catalysts are CN(C)C=O (DMF). Run in C(Cl)(Cl)(Cl)Cl (CCl4). Product: ClC=1C=CC=C2C(OC(=O)C12)(Cl)C1=NC(=CC(=N1)OC)OC (7-chloro-3-chloro-(4,6-dimethoxy-2-pyrimidinyl)phthalide), compound b. As a reaction SMILES: [Cl:1][C:2]1[CH:3]=[CH:4][CH:5]=[C:6]2[C:11]=1[C:9](=[O:10])[O:8][C:7]2(O)[C:12]1[N:17]=[C:16]([O:18][CH3:19])[CH:15]=[C:14]([O:20][CH3:21])[N:13]=1.O=S(Cl)[Cl:25]>CN(C=O)C.C(Cl)(Cl)(Cl)Cl>[Cl:1][C:2]1[CH:3]=[CH:4][CH:5]=[C:6]2[C:11]=1[C:9](=[O:10])[O:8][C:7]2([C:12]1[N:17]=[C:16]([O:18][CH3:19])[CH:15]=[C:14]([O:20][CH3:21])[N:13]=1)[Cl:25]. Reported procedure: A mixture of 0.7 g of 7-chloro-3-hydroxy-3-(4,6-dimethoxy-2-pyrimidinyl)phthalide, 30 ml of CCl4, 2 ml of SOCl2 and 4 drops of DMF are refluxed at 60° for 11/2 hrs. The mixture is then cooled, excess SOCl2 and CCl4 removed on a rotovaporator. The residue is diluted with 20 ml of CH2Cl2 and added to a stirred mixture of 10 ml of methanol and 2 ml of diethylamine. After 21/2 hrs the mixture is stripped on a rotovaporator to remove excess CH2Cl2 and methanol and the residue partitioned between CH2C... Reactants: ClCCCN1C(N(C2=C1C=CC=C2)C(=C)C)=O (1-(3-chloropropyl)-1,3-dihydro-3-(1-methylethenyl)-2H-benzimidazol-2-one), CC(C)N1C(N(C2=C1C=CC=C2)C2CCNCC2)=O (1-(1-methylethyl)-3-(4-piperidinyl)-2H-benzimidazol-2-one), C([O-])([O-])=O.[Na+].[Na+] (sodium carbonate), [I-].[K+] (potassium iodide). Isolated yield 64.0%. Reported procedure: A mixture of 4.15 parts of 1-(3-chloropropyl)-1,3-dihydro-3-(1-methylethenyl)-2H-benzimidazol-2-one, 3.9 parts of 1-(1-methylethyl)-3-(4-piperidinyl)-2H-benzimidazol-2-one, 3.2 parts of sodium carbonate, 0.1 parts of potassium iodide and 120 parts of 4-methyl-2-pentanone is stirred and refluxed overnight. The reaction mixture is cooled to room temperature, water is added and the layers are separated. The organic phase is dried, filtered and evaporated. The residue is stirred for 30 minutes with ... Yields the product O=C1NC2=C(N1CCCN1CCC(CC1)N1C(N(C3=C1C=CC=C3)C(C)C)=O)C=CC=C2 (1-{1-[3-(2,3-dihydro-2-oxo-1H-benzimidazol-1-yl)propyl]-4-piperidinyl}-1,3-dihydro-3-(1-methylethyl)-2H-benzimidazol-2-one). The solvent is CC(CC(C)=O)C (4-methyl-2-pentanone), O (water). As a reaction SMILES: Cl[CH2:2][CH2:3][CH2:4][N:5]1[C:9]2[CH:10]=[CH:11][CH:12]=[CH:13][C:8]=2[N:7]([C:14]([CH3:16])=[CH2:15])[C:6]1=[O:17].CC([N:21]1[C:25]2[CH:26]=[CH:27][CH:28]=[CH:29][C:24]=2[N:23]([CH:30]2[CH2:35][CH2:34][NH:33][CH2:32][CH2:31]2)[C:22]1=[O:36])C.C(=O)([O-])[O-].[Na+].[Na+].[I-].[K+]>O.CC(C)CC(=O)C>[O:36]=[C:22]1[N:23]([CH2:30][CH2:31][CH2:32][N:33]2[CH2:34][CH2:35][CH:4]([N:5]3[C:9]4[CH:10]=[CH:11][CH:12]=[CH:13][C:8]=4[N:7]([CH:14]([CH3:16])[CH3:15])[C:6]3=[O:17])[CH2:3][CH2:2]2)[C:24]2[CH:29]=[CH:28][CH:27]=[CH:26][C:25]=2[NH:21]1 |f:2.3.4,5.6|. Starting materials: COC(C(CC(=O)OC)C(C)(C)Cl)Cl (methyl 3-(methoxychloromethyl)-4-chloro-4-methyl-pentanoate), C([O-])(O)=O.[Na+] (sodium bicarbonate). Run in CO (methanol). Reaction conditions: time 3 hour. Product: ClC(C(CC(=O)OC)C(OC)OC)(C)C (methyl 4-chloro-4-methyl-3-dimethoxymethyl-pentanoate). As a reaction SMILES: [CH3:1][O:2][CH:3](Cl)[CH:4]([C:10]([Cl:13])([CH3:12])[CH3:11])[CH2:5][C:6]([O:8][CH3:9])=[O:7].[C:15](=O)(O)[O-:16].[Na+]>CO>[Cl:13][C:10]([CH3:12])([CH3:11])[CH:4]([CH:3]([O:16][CH3:15])[O:2][CH3:1])[CH2:5][C:6]([O:8][CH3:9])=[O:7] |f:1.2|. Procedure details: The solution of Step A of Example 1 was added to methanol at a low temperature and the mixture was stirred at 5°-10° C. for 3 hours and was poured into aqueous sodium bicarbonate solution. The mixture was filtered and the decanted aqueous phase was extracted with methylene chloride. The organic phase was washed with aqueous sodium bicarbonate solution and evaporated to dryness under reduced pressure to obtan 11 g of residue. The latter was chromatographed over silica gel and was eluted with a 9-... Reactants: BrC1=CC=C(OC2CN(C2)C(=O)Cl)C=C1 (3-(4-bromophenoxy)-1-azetidinecarbonyl chloride), [OH-].[NH4+] (ammonium hydroxide). Solvent: O (water), O1CCCC1 (tetrahydrofuran). Run at time 18 hour. Yields the product BrC1=CC=C(OC2CN(C2)C(=O)N)C=C1 (3-(4-Bromophenoxy)-1-azetidinecarboxamide). Yield: 87.6%. Reaction SMILES: [Br:1][C:2]1[CH:15]=[CH:14][C:5]([O:6][CH:7]2[CH2:10][N:9]([C:11](Cl)=[O:12])[CH2:8]2)=[CH:4][CH:3]=1.[OH-].[NH4+:17]>O1CCCC1.O>[Br:1][C:2]1[CH:15]=[CH:14][C:5]([O:6][CH:7]2[CH2:10][N:9]([C:11]([NH2:17])=[O:12])[CH2:8]2)=[CH:4][CH:3]=1 |f:1.2|. Procedure: A stirred solution of 5.8 g (0.02 mole) of 3-(4-bromophenoxy)-1-azetidinecarbonyl chloride in 20 ml of tetrahydrofuran was treated with 3.8 g (4 ml) (0.06 mole) of 57% ammonium hydroxide. After stirring for 18 hr, the reaction mixture was diluted with 200 ml of water and the solid which separated was collected by filtration, 5.3 g. Recrystallization from ethanol-water yielded 4.75 g (87.6%) of fine white crystals, m.p. 193°-194° C.